This data is from the Open Reaction Database (ORD), a public repository of structured organic reaction records. The task is: describe an organic reaction: reactants, conditions, products, and yield Reactants: ClC1=CC=C(C=C1)C1(CNCC2=CC=CC=C12)CCCN1CCN(CC1)C1=CC=CC=C1 (4-(p-chlorophenyl)-4-[3-(4-phenylpiperazin-1-yl)propyl]-1,2,3,4-tetrahydroisoquinoline), C=O (formalin), C(C)(=O)O (acetic acid), C(#N)[BH3-].[Na+] (sodium cyanoborohydride). The solvent is C(C)#N (acetonitrile). Product: Cl.ClC1=CC=C(C=C1)C1(CN(CC2=CC=CC=C12)C)CCCN1CCN(CC1)C1=CC=CC=C1 (4-(p-Chlorophenyl)-2-methyl-4-[3-(4-phenylpiperazin-1-yl)propyl]-1,2,3,4-tetrahydroisoquinoline hydrochloride). The yield is 154.0%. As a reaction SMILES: [Cl:1][C:2]1[CH:7]=[CH:6][C:5]([C:8]2([CH2:18][CH2:19][CH2:20][N:21]3[CH2:26][CH2:25][N:24]([C:27]4[CH:32]=[CH:31][CH:30]=[CH:29][CH:28]=4)[CH2:23][CH2:22]3)[C:17]3[C:12](=[CH:13][CH:14]=[CH:15][CH:16]=3)[CH2:11][NH:10][CH2:9]2)=[CH:4][CH:3]=1.C=O.[C:35]([BH3-])#N.[Na+].C(O)(=O)C>C(#N)C>[ClH:1].[Cl:1][C:2]1[CH:7]=[CH:6][C:5]([C:8]2([CH2:18][CH2:19][CH2:20][N:21]3[CH2:22][CH2:23][N:24]([C:27]4[CH:28]=[CH:29][CH:30]=[CH:31][CH:32]=4)[CH2:25][CH2:26]3)[C:17]3[C:12](=[CH:13][CH:14]=[CH:15][CH:16]=3)[CH2:11][N:10]([CH3:35])[CH2:9]2)=[CH:4][CH:3]=1 |f:2.3,6.7|. Procedure: To a solution of 4-(p-chlorophenyl)-4-[3-(4-phenylpiperazin-1-yl)propyl]-1,2,3,4-tetrahydroisoquinoline (0.7 g) in acetonitrile (15 ml) was added formalin (0.64 ml). Then, sodium cyanoborohydride (0.16 g) was added portionwise with stirring. The mixture was stirred for 15 minutes, at the end of which time acetic acid was added dropwise until the solution became neutral. The mixture was further stirred for 2 hours and the reaction mixture was extracted with ethyl acetate-1N aqueous sodium hydroxi... The reactants are C1=CC2=C(C=C1C3=CC4=C(C=C3)C(=O)OC4=O)C(=O)OC2=O (3,3′,4,4′-biphenyltetracarboxylic dianhydride), [H-].[Al+3].[Li+].[H-].[H-].[H-] (lithium aluminium hydride), Dianhydride. The solvent is O1CCOCC1 (dioxane). Yields the product Compound 4, OCC=1C=C(C=CC1CO)C1=CC(=C(C=C1)CO)CO (3,3′,4,4′-tetra(hydroxymethyl)-1,1′-biphenyl). As a reaction SMILES: [CH:1]1[C:6]([C:7]2[CH:12]=[CH:11][C:10]3[C:13]([O:15][C:16](=O)[C:9]=3[CH:8]=2)=[O:14])=[CH:5][C:4]2[C:18]([O:20][C:21](=O)[C:3]=2[CH:2]=1)=[O:19].[H-].[Al+3].[Li+].[H-].[H-].[H-]>O1CCOCC1>[OH:15][CH2:16][C:9]1[CH:8]=[C:7]([C:6]2[CH:1]=[CH:2][C:3]([CH2:21][OH:20])=[C:4]([CH2:18][OH:19])[CH:5]=2)[CH:12]=[CH:11][C:10]=1[CH2:13][OH:14] |f:1.2.3.4.5.6|. Reported procedure: Compound 4 is prepared in two steps from commercially available 3,3′,4,4′-biphenyltetracarboxylic dianhydride as shown in Scheme 4. Dianhydride is reduced with lithium aluminium hydride in dioxane to give 3,3′,4,4′-tetra(hydroxymethyl)-1,1′-biphenyl 3, which is in turn oxidised following a standard swern oxidation procedure to afford tetracarbaldehyde 4. Reactants: CCCCc1nc(C)c(Br)c(=O)n1Cc1ccc(-c2ccccc2C#N)cc1, O=C([O-])[O-], C1COCCO1, CCOC(C)=O, [Cs+], [Cs+], OB(O)c1ccc(F)cc1. Yields the product CCCCc1nc(C)c(-c2ccc(F)cc2)c(=O)n1Cc1ccc(-c2ccccc2C#N)cc1. Reaction SMILES: [Br:1][c:2]1[c:3]([CH3:28])[n:4][c:5]([CH2:24][CH2:25][CH2:26][CH3:27])[n:6]([CH2:9][c:10]2[cH:11][cH:12][c:13](-[c:16]3[c:17]([C:22]#[N:23])[cH:18][cH:19][cH:20][cH:21]3)[cH:14][cH:15]2)[c:7]1=[O:8].[C:39](=[O:40])([O-:41])[O-:42].[CH2:45]1[O:46][CH2:47][CH2:48][O:49][CH2:50]1.[CH3:51][CH2:52][O:53][C:54](=[O:55])[CH3:56].[Cs+:43].[Cs+:44].[OH:29][B:30]([OH:31])[c:32]1[cH:33][cH:34][c:35]([F:36])[cH:37][cH:38]1>>[c:2]1(-[c:32]2[cH:33][cH:34][c:35]([F:36])[cH:37][cH:38]2)[c:3]([CH3:28])[n:4][c:5]([CH2:24][CH2:25][CH2:26][CH3:27])[n:6]([CH2:9][c:10]2[cH:11][cH:12][c:13](-[c:16]3[c:17]([C:22]#[N:23])[cH:18][cH:19][cH:20][cH:21]3)[cH:14][cH:15]2)[c:7]1=[O:8]. The reactants are OC1CNCCC12CC2, CN(C)C(=O)C(CC=O)N1CCN(c2cccc(C(F)(F)F)c2)CCC1=O, Cl. Reaction SMILES: [CH2:29]1[CH2:30][C:31]12[CH:32]([OH:37])[CH2:33][NH:34][CH2:35][CH2:36]2.[CH3:1][N:2]([C:3]([CH:4]([CH2:5][CH:6]=[O:7])[N:8]1[CH2:9][CH2:10][N:11]([c:16]2[cH:17][c:18]([C:22]([F:23])([F:24])[F:25])[cH:19][cH:20][cH:21]2)[CH2:12][CH2:13][C:14]1=[O:15])=[O:26])[CH3:27].[ClH:28]>>[CH3:1][N:2]([C:3]([CH:4]([CH2:5][CH2:6][N:34]1[CH2:33][CH:32]([OH:37])[C:31]2([CH2:29][CH2:30]2)[CH2:36][CH2:35]1)[N:8]1[CH2:9][CH2:10][N:11]([c:16]2[cH:17][c:18]([C:22]([F:23])([F:24])[F:25])[cH:19][cH:20][cH:21]2)[CH2:12][CH2:13][C:14]1=[O:15])=[O:26])[CH3:27]. Yields the product CN(C)C(=O)C(CCN1CCC2(CC2)C(O)C1)N1CCN(c2cccc(C(F)(F)F)c2)CCC1=O.